From a dataset of the Open Reaction Database (ORD), a public repository of structured organic reaction records. describe an organic reaction: reactants, conditions, products, and yield Reactants: C#CCC(C1CCCC1)n1cc(-c2ncnc3c2ccn3COCC[Si](C)(C)C)cn1, ClCCl, O=C(O)C(F)(F)F. Product: C#CCC(C1CCCC1)n1cc(-c2ncnc3[nH]ccc23)cn1, O=C(O)C(F)(F)F. RXN SMILES: [CH:1]1([CH:6]([CH2:7][C:8]#[CH:9])[n:10]2[n:11][cH:12][c:13](-[c:15]3[c:16]4[c:17]([n:18][cH:19][n:20]3)[n:21]([CH2:24][O:25][CH2:26][CH2:27][Si:28]([CH3:29])([CH3:30])[CH3:31])[cH:22][cH:23]4)[cH:14]2)[CH2:2][CH2:3][CH2:4][CH2:5]1.[Cl:39][CH2:40][Cl:41].[F:32][C:33]([C:34](=[O:35])[OH:36])([F:37])[F:38]>>[CH:1]1([CH:6]([CH2:7][C:8]#[CH:9])[n:10]2[n:11][cH:12][c:13](-[c:15]3[c:16]4[c:17]([n:18][cH:19][n:20]3)[nH:21][cH:22][cH:23]4)[cH:14]2)[CH2:2][CH2:3][CH2:4][CH2:5]1.[F:32][C:33]([C:34](=[O:35])[OH:36])([F:37])[F:38]. The reactants are CCCCc1nc(C)n(-c2cccc(C(C)=O)c2)c(=O)c1Cc1ccc(-c2ccccc2C#N)cc1F, CCOC(C)=O, CCO, O. Reaction SMILES: [C:1]([CH3:2])(=[O:3])[c:4]1[cH:5][c:6](-[n:10]2[c:11]([CH3:37])[n:12][c:13]([CH2:33][CH2:34][CH2:35][CH3:36])[c:14]([CH2:17][c:18]3[c:19]([F:32])[cH:20][c:21](-[c:24]4[c:25]([C:30]#[N:31])[cH:26][cH:27][cH:28][cH:29]4)[cH:22][cH:23]3)[c:15]2=[O:16])[cH:7][cH:8][cH:9]1.[CH3:38][CH2:39][O:40][C:41](=[O:42])[CH3:43].[CH3:45][CH2:46][OH:47].[OH2:44]>>[CH:1]([CH3:2])([OH:3])[c:4]1[cH:5][c:6](-[n:10]2[c:11]([CH3:37])[n:12][c:13]([CH2:33][CH2:34][CH2:35][CH3:36])[c:14]([CH2:17][c:18]3[c:19]([F:32])[cH:20][c:21](-[c:24]4[c:25]([C:30]#[N:31])[cH:26][cH:27][cH:28][cH:29]4)[cH:22][cH:23]3)[c:15]2=[O:16])[cH:7][cH:8][cH:9]1. The product is CCCCc1nc(C)n(-c2cccc(C(C)O)c2)c(=O)c1Cc1ccc(-c2ccccc2C#N)cc1F. The reactants are CN(C(=O)C1=CC2=C(N=C(N=C2)NC2=CC=C(C=N2)C2CCNCC2)N1C1CCCC1)C (7-cyclopentyl-2-(1′,2′,3′,4′,5′,6′-hexahydro-[3,4′]bipyridinyl-6-ylamino)-7H-pyrrolo[2,3-d]pyrimidine-6-carboxylic acid dimethylamide), ClCCl.CC(=O)C (dichloromethane acetone), [BH-](OC(=O)C)(OC(=O)C)OC(=O)C.[Na+] (NaBH(OAc)3). The reagents and catalysts are C(C)(=O)O (acetic acid). Yields the product CN(C(=O)C1=CC2=C(N=C(N=C2)NC=2N=NC(=CC2)N2CCN(CC2)C(C)C)N1C1CCCC1)C (7-cyclopentyl-2-[6-(4-isopropyl-piperazin-1-yl)-pyridazin-3-ylamino]-7H-pyrrolo[2,3-d]pyrimidine-6-carboxylic acid dimethylamide). Yield: 70.0%. RXN SMILES: [CH3:1][N:2]([CH3:32])[C:3]([C:5]1[N:26]([CH:27]2[CH2:31][CH2:30][CH2:29][CH2:28]2)[C:8]2[N:9]=[C:10]([NH:13][C:14]3[N:19]=CC(C4CCNCC4)=[CH:16][CH:15]=3)[N:11]=[CH:12][C:7]=2[CH:6]=1)=[O:4].[BH-](O[C:43]([CH3:45])=O)(OC(C)=O)OC(C)=O.[Na+].ClCCl.[CH3:50][C:51]([CH3:53])=O>C(O)(=O)C>[CH3:1][N:2]([CH3:32])[C:3]([C:5]1[N:26]([CH:27]2[CH2:31][CH2:30][CH2:29][CH2:28]2)[C:8]2[N:9]=[C:10]([NH:13][C:14]3[N:19]=[N:9][C:8]([N:26]4[CH2:45][CH2:43][N:2]([CH:51]([CH3:53])[CH3:50])[CH2:3][CH2:5]4)=[CH:16][CH:15]=3)[N:11]=[CH:12][C:7]=2[CH:6]=1)=[O:4] |f:1.2,3.4|. Procedure: To a suspension of 7-cyclopentyl-2-(1′,2′,3′,4′,5′,6′-hexahydro-[3,4′]bipyridinyl-6-ylamino)-7H-pyrrolo[2,3-d]pyrimidine-6-carboxylic acid dimethylamide (100 mg, 0.23 mmol) in dichloromethane/acetone is added NaBH(OAc)3 (488 mg, 2.3 mmol) followed by 3 drops of glacial acetic acid. After reaction is completed and concentrated. Diluted with 100 mL of H2O and basified to pH12 with 50% NaOH solution dropwise (2 mL). Extracted with dichloromethane (3×100 mL), and concentrated to give 7-cyclopentyl-2... Reactants: ClC=1N=CC=C2C1NC(=C2)CO ((7-chloro-1H-pyrrolo[2,3-c]pyridin-2-yl)methanol). Reagents/catalysts: [O-2].[Mn+4].[O-2] (manganese(IV)oxide). Run in ClCCl (dichloromethane). Conditions: time 16 hour. The product is ClC=1N=CC=C2C1NC(=C2)C=O (7-chloro-1H-pyrrolo[2,3-c]pyridine-2-carboxaldehyde). The yield is 86.4%. RXN SMILES: [Cl:1][C:2]1[N:3]=[CH:4][CH:5]=[C:6]2[CH:10]=[C:9]([CH2:11][OH:12])[NH:8][C:7]=12>[O-2].[Mn+4].[O-2].ClCCl>[Cl:1][C:2]1[N:3]=[CH:4][CH:5]=[C:6]2[CH:10]=[C:9]([CH:11]=[O:12])[NH:8][C:7]=12 |f:1.2.3|. Procedure: A mixture of (7-chloro-1H-pyrrolo[2,3-c]pyridin-2-yl)methanol (Example 1) (2.81 g, 15.4 mmol), manganese(IV)oxide (16 g) and dichloromethane (250 mL) was stirred under an atmosphere of nitrogen for 16 h. The mixture was filtered through a pad of diatomaceous earth, washing generously with hot acetone. Evaporation of the solvents provided 7-chloro-1H-pyrrolo[2,3-c]pyridine-2-carboxaldehyde (2.40 g, 13.3 mmol, 84%) as a mixture of aldehyde and aldehyde hydrate: 1H NMR (300 MHz, CD3OD) δ5.79 (1H, s...